Dataset: the Open Reaction Database (ORD), a public repository of structured organic reaction records. Task: describe an organic reaction: reactants, conditions, products, and yield Product: C1CN(CC2=CC=CC=C21)C#CC=O (1-(3,4-dihydro-1H-isoquinolin-2-yl)-propynone). Conditions: temperature 0 celsius, time 1 hour. The yield is 57.0%. Reactants: [Cl-].[NH4+] (ammonium chloride), solution, C(#C)[Mg]Br (ethynylmagnesium bromide), CON(C(=O)N1CC2=CC=CC=C2CC1)C (3,4-dihydro-1H-isoquinoline-2-carboxylic acid methoxy-methyl-amide), O1CCCC1 (tetrahydrofuran), O1CCCC1 (tetrahydrofuran). Reported procedure: 9.08 ml of a 0.5 molar solution of ethynylmagnesium bromide in tetrahydrofuran were added dropwise within 20 min. to a solution of 1 g of 3,4-dihydro-1H-isoquinoline-2-carboxylic acid methoxy-methyl-amide in 5 ml of tetrahydrofuran under argon at 0° C. The reaction mixture was stirred at 0° C. for 1 h. and at room temperature for 1 h. The orange solution was poured into 50 ml of a saturated ammonium chloride solution and extracted twice with 50 ml of ethyl acetate each time. The combined organic... RXN SMILES: C([Mg]Br)#C.CON(C)[C:8]([N:10]1[CH2:19][CH2:18][C:17]2[C:12](=[CH:13][CH:14]=[CH:15][CH:16]=2)[CH2:11]1)=O.[Cl-].[NH4+].[O:23]1CC[CH2:25][CH2:24]1>>[CH2:18]1[C:17]2[C:12](=[CH:13][CH:14]=[CH:15][CH:16]=2)[CH2:11][N:10]([C:8]#[C:25][CH:24]=[O:23])[CH2:19]1 |f:2.3|. Starting materials: [K] (potassium), OC1=CC=C(C=C1)C1=CC=C(C=C1)[N+](=O)[O-] (4-hydroxy-4'-nitrobiphenyl), ICCCCCCO (6-iodo-1-hexanol), C1COCCOCCOCCOCCOCCO1 (18-crown-6 ether), [K] (potassium). Solvent: C1(=CC=CC=C1)C (toluene). The product is OCCCCCCOC1=CC=C(C=C1)C1=CC=C(C=C1)[N+](=O)[O-] (4-(6-Hydroxyhexyloxy)-4'-nitrobiphenyl). As a reaction SMILES: [K].[OH:2][C:3]1[CH:8]=[CH:7][C:6]([C:9]2[CH:14]=[CH:13][C:12]([N+:15]([O-:17])=[O:16])=[CH:11][CH:10]=2)=[CH:5][CH:4]=1.I[CH2:19][CH2:20][CH2:21][CH2:22][CH2:23][CH2:24][OH:25].C1OCCOCCOCCOCCOCCOC1>C1(C)C=CC=CC=1>[OH:25][CH2:24][CH2:23][CH2:22][CH2:21][CH2:20][CH2:19][O:2][C:3]1[CH:4]=[CH:5][C:6]([C:9]2[CH:14]=[CH:13][C:12]([N+:15]([O-:17])=[O:16])=[CH:11][CH:10]=2)=[CH:7][CH:8]=1 |^1:0|. Procedure details: To 500 ml of toluene in a one liter round bottom flask, fitted with a condenser and magnetic stirrer, are added 7.6 g (0.03M) of the potassium salt of 4-hydroxy-4'-nitrobiphenyl, 4.9 g (0.035M) of 6-iodo-1-hexanol, and 0.5 g of 18-crown-6 ether. The mixture is refluxed for about 20 hours until all of the potassium salt has dissolved and reacted as evidenced by the absence of the blue crystalline solid. The solution is filtered hot, and then cooled to room temperature. After solvent removal, the ... The reactants are O=Cc1ccccc1Cl, O=C(Nc1ccc(Cl)cn1)c1ccccc1NC(=O)C1CCNCC1, O=C(O)C(F)(F)F. The product is O=C(Nc1ccc(Cl)cn1)c1ccccc1NC(=O)C1CCN(Cc2ccccc2Cl)CC1. RXN SMILES: [Cl:33][c:34]1[c:35]([CH:36]=[O:37])[cH:38][cH:39][cH:40][cH:41]1.[Cl:8][c:9]1[cH:10][cH:11][c:12]([NH:15][C:16]([c:17]2[c:18]([NH:23][C:24](=[O:25])[CH:26]3[CH2:27][CH2:28][NH:29][CH2:30][CH2:31]3)[cH:19][cH:20][cH:21][cH:22]2)=[O:32])[n:13][cH:14]1.[F:1][C:2]([F:3])([F:4])[C:5]([OH:6])=[O:7]>>[Cl:8][c:9]1[cH:10][cH:11][c:12]([NH:15][C:16]([c:17]2[c:18]([NH:23][C:24](=[O:25])[CH:26]3[CH2:27][CH2:28][N:29]([CH2:36][c:35]4[c:34]([Cl:33])[cH:41][cH:40][cH:39][cH:38]4)[CH2:30][CH2:31]3)[cH:19][cH:20][cH:21][cH:22]2)=[O:32])[n:13][cH:14]1.